From a dataset of the Open Reaction Database (ORD), a public repository of structured organic reaction records. describe an organic reaction: reactants, conditions, products, and yield The reactants are [Si](C)(C)(C(C)(C)C)Cl (tert-butyldimethylsilyl chloride), N1C=NC=C1 (imidazole), OCCC1=CNC=2N=C(N=C(C21)Cl)SC (5-(2-Hydroxyethyl)4-chloro-2-methylsulfanyl-7H-pyrrolo[2,3-d]pyrimidine). Solvent: CN(C)C=O (DMF). Run at time 6 hour. The product is ClC=1C2=C(N=C(N1)SC)NC=C2CCO[Si](C)(C)C(C)(C)C (4-Chloro-5-(2-t-Butyldimethylsilyloxyethyl)-2-methylsulfanyl-7H-pyrrolo[2,3-d]pyrimidine). Reaction SMILES: [OH:1][CH2:2][CH2:3][C:4]1[C:12]2[C:11]([Cl:13])=[N:10][C:9]([S:14][CH3:15])=[N:8][C:7]=2[NH:6][CH:5]=1.[Si:16](Cl)([C:19]([CH3:22])([CH3:21])[CH3:20])([CH3:18])[CH3:17].N1C=CN=C1>CN(C=O)C>[Cl:13][C:11]1[C:12]2[C:4]([CH2:3][CH2:2][O:1][Si:16]([C:19]([CH3:22])([CH3:21])[CH3:20])([CH3:18])[CH3:17])=[CH:5][NH:6][C:7]=2[N:8]=[C:9]([S:14][CH3:15])[N:10]=1. Reported procedure: The hydroxyethyl pyrrolopyrimidine (1.4) (1.91 g, 7.8 mmol) was dissolved in DMF (25 ml) and tert-butyldimethylsilyl chloride (1.77 g, 11.7 mmol) and imidazole (1.6 g, 23.5 mmol) added and the solution stirred at room temperature for 6 hours. The solvent was removed and the product dissolved in chloroform, washed with water and the solvent evaporated. The product was precipitated by trituration with methanol, filtered and dried to give an off-white solid. A second fraction was obtained by concen... Starting materials: FC1=CC(=C(C(=O)OC)C=C1)OC1CCN(CC1)C (methyl 4-fluoro-2-(1-methylpiperidin-4-yloxy)benzoate), N1CCCC1 (pyrrolidine). Conditions: temperature 70 celsius. The product is CN1CCC(CC1)OC1=C(C(=O)OC)C=CC(=C1)N1CCCC1 (Methyl 2-(1-methylpiperidin-4-yloxy)-4-(pyrrolidin-1-yl)benzoate). Yield: 92.5%. As a reaction SMILES: F[C:2]1[CH:11]=[CH:10][C:5]([C:6]([O:8][CH3:9])=[O:7])=[C:4]([O:12][CH:13]2[CH2:18][CH2:17][N:16]([CH3:19])[CH2:15][CH2:14]2)[CH:3]=1.[NH:20]1[CH2:24][CH2:23][CH2:22][CH2:21]1>>[CH3:19][N:16]1[CH2:17][CH2:18][CH:13]([O:12][C:4]2[CH:3]=[C:2]([N:20]3[CH2:24][CH2:23][CH2:22][CH2:21]3)[CH:11]=[CH:10][C:5]=2[C:6]([O:8][CH3:9])=[O:7])[CH2:14][CH2:15]1. Procedure: The methyl 4-fluoro-2-(1-methylpiperidin-4-yloxy)benzoate (10.6 g, 40 mmol) was mixed with pyrrolidine (14 g, 200 mmol) and heated at 70° C. for 3 hours, then heated at 100° C. for 1 hour before concentrating under vacuum. The residue was partitioned between EtOAc (100 mL) and saturated aqueous NaHCO3 (100 mL). The aqueous layer was saturated with NaCl and extracted with EtOAc (100 mL). The combined organic layer was dried over MgSO4 and concentrated to 12.5 g of an oil which was purified by fla... Reactants: [N+](=O)([O-])C=CC1=CC=CC=2OCOC21 (4-(2-Nitro-vinyl)-benzo[1,3]dioxole), [H-].[Al+3].[Li+].[H-].[H-].[H-] (lithium aluminium hydride). Product: O1COC2=C1C=CC=C2CCN (2-Benzo[1,3]dioxol-4-yl-ethylamine). As a reaction SMILES: [N+:1]([CH:4]=[CH:5][C:6]1[C:14]2[O:13][CH2:12][O:11][C:10]=2[CH:9]=[CH:8][CH:7]=1)([O-])=O.[H-].[Al+3].[Li+].[H-].[H-].[H-]>>[O:11]1[C:10]2[CH:9]=[CH:8][CH:7]=[C:6]([CH2:5][CH2:4][NH2:1])[C:14]=2[O:13][CH2:12]1 |f:1.2.3.4.5.6|. Procedure: In close analogy to the procedure described above, 4-(2-Nitro-vinyl)-benzo[1,3]dioxole is reacted with lithium aluminium hydride to provide the title compound.